Task: describe an organic reaction: reactants, conditions, products, and yield. Dataset: the Open Reaction Database (ORD), a public repository of structured organic reaction records Starting materials: COc1ccc(CN(Cc2ccc(OC)cc2)c2nc(C)c(C)c3c2nc(C)n3Cc2cc(-c3ccc(F)cc3)no2)cc1, O=C(O)C(F)(F)F. Yields the product Cc1nc(N)c2nc(C)n(Cc3cc(-c4ccc(F)cc4)no3)c2c1C. As a reaction SMILES: [F:1][c:2]1[cH:3][cH:4][c:5](-[c:8]2[n:9][o:10][c:11]([CH2:13][n:14]3[c:15]([CH3:44])[n:16][c:17]4[c:18]([N:25]([CH2:26][c:27]5[cH:28][cH:29][c:30]([O:31][CH3:32])[cH:33][cH:34]5)[CH2:35][c:36]5[cH:37][cH:38][c:39]([O:40][CH3:41])[cH:42][cH:43]5)[n:19][c:20]([CH3:24])[c:21]([CH3:23])[c:22]34)[cH:12]2)[cH:6][cH:7]1.[OH:45][C:46]([C:47]([F:48])([F:49])[F:50])=[O:51]>>[F:1][c:2]1[cH:3][cH:4][c:5](-[c:8]2[n:9][o:10][c:11]([CH2:13][n:14]3[c:15]([CH3:44])[n:16][c:17]4[c:18]([NH2:25])[n:19][c:20]([CH3:24])[c:21]([CH3:23])[c:22]34)[cH:12]2)[cH:6][cH:7]1. Starting materials: S(=O)(Cl)Cl (Thionyl chloride), COC1=C(C=NO)C=C(C=C1)OC1=CC=CC=C1 (2-methoxy-5-phenoxybenzaldehyde oxime). Run in C1=CC=CC=C1 (benzene). The product is COC1=C(C#N)C=C(C=C1)OC1=CC=CC=C1 (2-methoxy-5-phenoxybenzonitrile), crystalline solid. The yield is 100.0%. Reaction SMILES: S(Cl)(Cl)=O.[CH3:5][O:6][C:7]1[CH:15]=[CH:14][C:13]([O:16][C:17]2[CH:22]=[CH:21][CH:20]=[CH:19][CH:18]=2)=[CH:12][C:8]=1[CH:9]=[N:10]O>C1C=CC=CC=1>[CH3:5][O:6][C:7]1[CH:15]=[CH:14][C:13]([O:16][C:17]2[CH:22]=[CH:21][CH:20]=[CH:19][CH:18]=2)=[CH:12][C:8]=1[C:9]#[N:10]. Reported procedure: Thionyl chloride (11.9 ml, 163 mmol) was added under a nitrogen atmosphere to a suspension of 2-methoxy-5-phenoxybenzaldehyde oxime (3.96 g, 16.3 mmol) in 75 ml of benzene. There was a slight exotherm and the mixture turned yellow. The reaction was heated to reflux temperature over 1 hour and at reflux temperature for an additional hour. The solvent and excess thionyl chloride were removed under reduced pressure to give 2-methoxy-5-phenoxybenzonitrile as a light tan crystalline solid (3.66 g, 10... The reactants are ClC=1C=C(C=CC1Cl)CCN (2-(3,4-dichlorophenyl)ethanamine), C(CCC)=O (butyraldehyde). Product: ClC=1C=C(CCNCCCC)C=CC1Cl (N-(3,4-Dichlorophenethyl)butan-1-amine). Isolated yield 23.7%. Reaction SMILES: [Cl:1][C:2]1[CH:3]=[C:4]([CH2:9][CH2:10][NH2:11])[CH:5]=[CH:6][C:7]=1[Cl:8].[CH:12](=O)[CH2:13][CH2:14][CH3:15]>>[Cl:1][C:2]1[CH:3]=[C:4]([CH:5]=[CH:6][C:7]=1[Cl:8])[CH2:9][CH2:10][NH:11][CH2:12][CH2:13][CH2:14][CH3:15]. Procedure: Following a procedure analogous to that for the synthesis of Example 106, 2-(3,4-dichlorophenyl)ethanamine (1.27 g, 6.68 mmol) and butyraldehyde (600 μL, 6.68 mmol) were converted to the title compound (390 mg, 24%). 1H NMR (CDCl3) δ 7.37 (d, J=8.1 Hz, 1H), 7.32 (d, J=2.0 Hz, 1H), 7.06 (dd, J=2.1, 8.3 Hz, 1H), 2.97-2.90 (m, 2H), 2.88-2.81 (m, 2H), 2.75-2.66 (m, 2H), 1.53 (quin, J=7.5 Hz, 2H), 1.34 (qd, J=7.4, 15.0 Hz, 2H), 0.92 (t, J=7.3 Hz, 3H); MS(ESI+) m/z 246.1 (M+H)+. The reactants are S(O)(O)(=O)=O (sulfuric acid), S(O)(O)(=O)=O (sulfuric acid), ClC=1C=C(N)C=CC1C(F)(F)F (3-chloro-4-(trifluoromethyl)aniline), N(=O)[O-].[Na+] (sodium nitrite). The solvent is O (H2O), O (H2O). Run at time 1 hour. The product is ClC=1C=C(C=CC1C(F)(F)F)O (3–Chloro-4-(trifluoromethyl)phenol). Isolated yield 48.1%. Reaction SMILES: S(=O)(=O)(O)O.[Cl:6][C:7]1[CH:8]=[C:9]([CH:11]=[CH:12][C:13]=1[C:14]([F:17])([F:16])[F:15])N.N([O-])=[O:19].[Na+]>O>[Cl:6][C:7]1[CH:8]=[C:9]([OH:19])[CH:11]=[CH:12][C:13]=1[C:14]([F:17])([F:16])[F:15] |f:2.3|. Reported procedure: To a sulfuric acid (14 ml) —H2O (14 ml) solution of 3-chloro-4-(trifluoromethyl)aniline (1.96 g, 10 mmol) was added a H2O (10 mL) solution of sodium nitrite (828 mg,12 mmol) at 0 ° C. The reaction mixture was stirred at ambient temperature for 1 hour. The mixture was poured into 10 M sulfuric acid (50 mL). The stirred mixture was refluxed at 110 ° C. for 2 hours. The reaction mixture was then quenched with saturated aqueous solution of sodium bicarbonate and then crude products were extracted wi...